Dataset: the Open Reaction Database (ORD), a public repository of structured organic reaction records. Task: describe an organic reaction: reactants, conditions, products, and yield Reactants: COC(C1=CC(=C(C=C1)C)N1C(=NC(=CC1=O)OCC1=C(C=C(C=C1)F)F)C)=O (3-[4-(2,4-difluoro-benzyloxy)-2-methyl-6-oxo-6H-pyrimidin-1-yl]-4-methyl-benzoic acid methyl ester), ClN1C(CCC1=O)=O (N-chlorosuccinimide). Reagents/catalysts: ClC(C(=O)O)Cl (dichloroacetic acid). Solvent: C(C)(C)O (isopropanol). Reaction conditions: temperature 60 celsius. The product is COC(C1=CC(=C(C=C1)C)N1C(=NC(=C(C1=O)Cl)OCC1=C(C=C(C=C1)F)F)C)=O (3-[5-chloro-4-(2,4-difluoro-benzyloxy)-2-methyl-6-oxo-6H-pyrimidin-1-yl]-4-methyl-benzoic acid methyl ester). The yield is 81.4%. Reaction SMILES: [CH3:1][O:2][C:3](=[O:29])[C:4]1[CH:9]=[CH:8][C:7]([CH3:10])=[C:6]([N:11]2[C:16](=[O:17])[CH:15]=[C:14]([O:18][CH2:19][C:20]3[CH:25]=[CH:24][C:23]([F:26])=[CH:22][C:21]=3[F:27])[N:13]=[C:12]2[CH3:28])[CH:5]=1.[Cl:30]N1C(=O)CCC1=O>C(O)(C)C.ClC(Cl)C(O)=O>[CH3:1][O:2][C:3](=[O:29])[C:4]1[CH:9]=[CH:8][C:7]([CH3:10])=[C:6]([N:11]2[C:16](=[O:17])[C:15]([Cl:30])=[C:14]([O:18][CH2:19][C:20]3[CH:25]=[CH:24][C:23]([F:26])=[CH:22][C:21]=3[F:27])[N:13]=[C:12]2[CH3:28])[CH:5]=1. Procedure details: To a solution of 3-[4-(2,4-difluoro-benzyloxy)-2-methyl-6-oxo-6H-pyrimidin-1-yl]-4-methyl-benzoic acid methyl ester from Example 1, Step A (260 mg, 0.65 mmol) in isopropanol (5 mL) was added N-chlorosuccinimide (95 mg, 0.71 mmol) and 3 drops of dichloroacetic acid. The solution was heated at 60° C. for three hours. The solution was concentrated in vacuo and the residue was partitioned between ethyl acetate and water. The organic layer was washed with water and brine and dried over magnesium sulf... The reactants are C1(=CC=CC=C1)C1CCC(=O)O1 (γ-phenyl-γ-butyrolactone), solution, CNC (dimethylamine). The solvent is C1CCOC1 (THF). Yields the product OC(CCC(=O)N(C)C)C1=CC=CC=C1 (4-hydroxy-N,N-dimethyl-4-phenyl-butyramide). As a reaction SMILES: [C:1]1([CH:7]2[O:12][C:10](=[O:11])[CH2:9][CH2:8]2)[CH:6]=[CH:5][CH:4]=[CH:3][CH:2]=1.[CH3:13][NH:14][CH3:15]>C1COCC1>[OH:12][CH:7]([C:1]1[CH:6]=[CH:5][CH:4]=[CH:3][CH:2]=1)[CH2:8][CH2:9][C:10]([N:14]([CH3:15])[CH3:13])=[O:11]. Procedure details: A solution of γ-phenyl-γ-butyrolactone (4.84 g, 29.8 mmol) in 200 ml of a 2 molar solution of dimethylamine in THF was stirred under a nitrogen atmosphere at room temperature for 2 days. The solvent was removed under reduced pressure to give 6.26 g of 4-hydroxy-N,N-dimethyl-4-phenyl-butyramide as a light brown oil, MS [M+H]+ m/e 208.